Dataset: the Open Reaction Database (ORD), a public repository of structured organic reaction records. Task: describe an organic reaction: reactants, conditions, products, and yield The reactants are C#CCO, CCNCC, CC(C)n1cc(C(=O)NCc2ccc(Cl)cc2)c(=O)c2cc(I)sc21, I[Cu]I, Cl[Pd]Cl, c1ccc(P(c2ccccc2)c2ccccc2)cc1, c1ccc(P(c2ccccc2)c2ccccc2)cc1. The product is CC(C)n1cc(C(=O)NCc2ccc(Cl)cc2)c(=O)c2cc(C#CCO)sc21. RXN SMILES: [CH2:26]([C:27]#[CH:28])[OH:29].[CH2:30]([NH:31][CH2:32][CH3:33])[CH3:34].[Cl:1][c:2]1[cH:3][cH:4][c:5]([CH2:6][NH:7][C:8](=[O:9])[c:10]2[c:11](=[O:23])[c:12]3[c:13]([n:14]([CH:16]([CH3:17])[CH3:18])[cH:15]2)[s:19][c:20]([I:22])[cH:21]3)[cH:24][cH:25]1.[Cu:35]([I:36])[I:37].[Pd:38]([Cl:39])[Cl:40].[c:41]1([P:42]([c:43]2[cH:44][cH:45][cH:46][cH:47][cH:48]2)[c:49]2[cH:50][cH:51][cH:52][cH:53][cH:54]2)[cH:55][cH:56][cH:57][cH:58][cH:59]1.[c:60]1([P:61]([c:62]2[cH:63][cH:64][cH:65][cH:66][cH:67]2)[c:68]2[cH:69][cH:70][cH:71][cH:72][cH:73]2)[cH:74][cH:75][cH:76][cH:77][cH:78]1>>[Cl:1][c:2]1[cH:3][cH:4][c:5]([CH2:6][NH:7][C:8](=[O:9])[c:10]2[c:11](=[O:23])[c:12]3[c:13]([n:14]([CH:16]([CH3:17])[CH3:18])[cH:15]2)[s:19][c:20]([C:28]#[C:27][CH2:26][OH:29])[cH:21]3)[cH:24][cH:25]1. Isolated yield 38.9%. Run in C(=O)(O)[O-].[Na+] (NaHCO3). Product: C(C1=CC=CC=C1)N1C(C(=CC2=C(C(=NC=C12)C(=O)NCCCC(=O)O)O)C1=CC(=CC=C1)C(F)(F)F)=O (4-{[1-Benzyl-5-hydroxy-2-oxo-3-(3-trifluoromethyl-phenyl)-1,2-dihydro-[1,7]naphthyridine-6-carbonyl]-amino}-butyric acid). Reactants: COC(=O)C=1C(=C2C=C(C(N(C2=CN1)CC1=CC=CC=C1)=O)C1=CC(=CC=C1)C(F)(F)F)O (1-benzyl-5-hydroxy-2-oxo-3-(3-trifluoromethyl-phenyl)-1,2-dihydro-[1,7]naphthyridine-6-carboxylic acid methyl ester), NCCCC(=O)O (4-aminobutyric acid), C[O-].[Na+] (NaOMe). Reported procedure: A mixture of 1-benzyl-5-hydroxy-2-oxo-3-(3-trifluoromethyl-phenyl)-1,2-dihydro-[1,7]naphthyridine-6-carboxylic acid methyl ester (40 mg, 0.088 mmol), 4-aminobutyric acid (726 mg, 7.0 mmol) and NaOMe solution (10.6 mL, 5.3 mmol, 0.5 M in MeOH) was refluxed for 16 h. After the mixture was cooled to r.t., the solvent was evaporated in vacuo. The residue was partitioned between EtOAc and water. 1 M HCl was added until pH was about 3. The aqueous layer was extracted with additional EtOAc, and the org... RXN SMILES: CO[C:3]([C:5]1[C:6]([OH:33])=[C:7]2[C:12](=[CH:13][N:14]=1)[N:11]([CH2:15][C:16]1[CH:21]=[CH:20][CH:19]=[CH:18][CH:17]=1)[C:10](=[O:22])[C:9]([C:23]1[CH:28]=[CH:27][CH:26]=[C:25]([C:29]([F:32])([F:31])[F:30])[CH:24]=1)=[CH:8]2)=[O:4].[NH2:34][CH2:35][CH2:36][CH2:37][C:38]([OH:40])=[O:39].C[O-].[Na+]>C([O-])(O)=O.[Na+]>[CH2:15]([N:11]1[C:12]2[C:7](=[C:6]([OH:33])[C:5]([C:3]([NH:34][CH2:35][CH2:36][CH2:37][C:38]([OH:40])=[O:39])=[O:4])=[N:14][CH:13]=2)[CH:8]=[C:9]([C:23]2[CH:28]=[CH:27][CH:26]=[C:25]([C:29]([F:30])([F:32])[F:31])[CH:24]=2)[C:10]1=[O:22])[C:16]1[CH:17]=[CH:18][CH:19]=[CH:20][CH:21]=1 |f:2.3,4.5|. Reactants: CC(C)(C)c1ccc([Mg]Br)cc1 (effective_coupling_partner), COc2ccc1ccccc1c2 (substrate). Reagents/catalysts: ItBu. Conditions: temperature 60 celsius, time 24 hour. Product: C(C)(C)(C)c3ccc(c2ccc1ccccc1c2)cc3. Reactants: FC1=CC=C(COC2=CC(N(C=C2)CCC2=CC=C(C=C2)CO)=O)C=C1 (4-(4-fluoro-benzyloxy)-1-[2-(4-hydroxymethyl-phenyl)-ethyl]-1H-pyridin-2-one), P(Br)(Br)Br (phosphorus tribromide). Solvent: C(=O)(O)[O-].[Na+] (NaHCO3), C(Cl)Cl (DCM). Conditions: time 2 hour. Product: BrCC1=CC=C(C=C1)CCN1C(C=C(C=C1)OCC1=CC=C(C=C1)F)=O (1-[2-(4-Bromomethyl-phenyl)-ethyl]-4-(4-fluoro-benzyloxy)-1H-pyridin-2-one). As a reaction SMILES: [F:1][C:2]1[CH:26]=[CH:25][C:5]([CH2:6][O:7][C:8]2[CH:13]=[CH:12][N:11]([CH2:14][CH2:15][C:16]3[CH:21]=[CH:20][C:19]([CH2:22]O)=[CH:18][CH:17]=3)[C:10](=[O:24])[CH:9]=2)=[CH:4][CH:3]=1.P(Br)(Br)[Br:28]>C(Cl)Cl.C([O-])(O)=O.[Na+]>[Br:28][CH2:22][C:19]1[CH:20]=[CH:21][C:16]([CH2:15][CH2:14][N:11]2[CH:12]=[CH:13][C:8]([O:7][CH2:6][C:5]3[CH:25]=[CH:26][C:2]([F:1])=[CH:3][CH:4]=3)=[CH:9][C:10]2=[O:24])=[CH:17][CH:18]=1 |f:3.4|. Procedure: To 300 mg (0.85 mmol) 4-(4-fluoro-benzyloxy)-1-[2-(4-hydroxymethyl-phenyl)-ethyl]-1H-pyridin-2-one (example 7.1a) in 5.0 mL of DCM is added 120 μL (1.27 mmol) phosphorus tribromide. The mixture is stirred 2 h at RT and is diluted with half saturated aqueous NaHCO3-solution. The layers are separated and the aqueous phase is extracted three times with DCM. The combined organic phase is dried over MgSO4, filtered and the solvent is evaporated to afford the product. Starting materials: O=C([O-])[O-], CC1CCC[NH2+]1, CC#N, COc1cc(OCCCCl)ccc1C(C)=O, [I-], [K+], [K+], [K+], O=S(=O)([O-])c1ccccc1. The product is COc1cc(OCCCN2CCCC2C)ccc1C(C)=O. As a reaction SMILES: [C:33](=[O:34])([O-:35])[O-:36].[CH3:17][CH:18]1[NH2+:19][CH2:20][CH2:21][CH2:22]1.[CH3:41][C:42]#[N:43].[Cl:1][CH2:2][CH2:3][CH2:4][O:5][c:6]1[cH:7][c:8]([O:15][CH3:16])[c:9]([C:12]([CH3:13])=[O:14])[cH:10][cH:11]1.[I-:40].[K+:37].[K+:38].[K+:39].[c:23]1([S:24]([O-:25])(=[O:26])=[O:27])[cH:28][cH:29][cH:30][cH:31][cH:32]1>>[CH2:2]([CH2:3][CH2:4][O:5][c:6]1[cH:7][c:8]([O:15][CH3:16])[c:9]([C:12]([CH3:13])=[O:14])[cH:10][cH:11]1)[N:19]1[CH:18]([CH3:17])[CH2:22][CH2:21][CH2:20]1.